This data is from the Open Reaction Database (ORD), a public repository of structured organic reaction records. The task is: describe an organic reaction: reactants, conditions, products, and yield Reactants: CC(C#CC1=CC(=C(S1)C(=O)O)N(C(=O)[C@@H]1CC=C(CC1)C)C(C)C)(C)C ((S)-5-(3,3-Dimethylbut-1-ynyl)-3-(N-isopropyl-4-methylcyclohex-3-enecarboxamido)thiophene-2-carboxylic acid), CCOC(=O)C (EtOAc), CC(C#CC1=CC(=C(S1)C(=O)OC)NC(C)C)(C)C (methyl 5-(3,3-dimethylbut-1-ynyl)-3-(isopropylamino)thiophene-2-carboxylate), [O-]P(=O)([O-])[O-].[K+].[K+].[K+] (potassium phosphate tribasic). The solvent is ClC(C)Cl (dichloroethane), Hexanes. Conditions: temperature 90 celsius, time 16 hour. The product is CC(C#CC1=CC(=C(S1)C(=O)OC)N(C(=O)[C@@H]1CC=C(CC1)C)C(C)C)(C)C ((S)-methyl 5-(3,3-dimethylbut-1-ynyl)-3-(N-isopropyl-4-methylcyclohex-3-enecarboxamido)thiophene-2-carboxylate). Isolated yield 50.7%. Reaction SMILES: [CH3:1][C:2]([CH3:27])([CH3:26])[C:3]#[C:4][C:5]1[S:9][C:8]([C:10]([OH:12])=[O:11])=[C:7]([N:13]([CH:23]([CH3:25])[CH3:24])[C:14]([C@H:16]2[CH2:21][CH2:20][C:19]([CH3:22])=[CH:18][CH2:17]2)=[O:15])[CH:6]=1.[CH3:28]C(C)(C)C#CC1SC(C(OC)=O)=C(NC(C)C)C=1.[O-]P([O-])([O-])=O.[K+].[K+].[K+].CCOC(C)=O>ClC(Cl)C>[CH3:1][C:2]([CH3:26])([CH3:27])[C:3]#[C:4][C:5]1[S:9][C:8]([C:10]([O:12][CH3:28])=[O:11])=[C:7]([N:13]([CH:23]([CH3:24])[CH3:25])[C:14]([C@H:16]2[CH2:21][CH2:20][C:19]([CH3:22])=[CH:18][CH2:17]2)=[O:15])[CH:6]=1 |f:2.3.4.5|. Procedure: 4-Methyl-cyclohex-3-enecarbonyl chloride (S) (0.71 mmol), methyl 5-(3,3-dimethylbut-1-ynyl)-3-(isopropylamino)thiophene-2-carboxylate (80 mg, 0.29 mmol) and potassium phosphate tribasic (152 mg, 0.71 mmol) were suspended in dichloroethane (0.75 mL), sealed with a cap and heated to 90° C. After 16 h, the reaction mixture was cooled and partitioned between ethyl acetate and water. The organic layer was separated and the aqueous extracted again with ethyl acetate. The combined organic layers were d...